Dataset: the Open Reaction Database (ORD), a public repository of structured organic reaction records. Task: describe an organic reaction: reactants, conditions, products, and yield The reactants are COC1=C(C=CC=C1)N1CCNCC1 (1-(2-methoxyphenyl)piperazine), ClCCCNC1=C(C(=O)N(C)C)C=C(C(=C1)OC)OC (2-(3-chloropropyl)amino-4,5-dimethoxy-N,N-dimethylbenzamide). Product: Cl.COC1=CC(=C(C(=O)N(C)C)C=C1OC)NCCCN1CCN(CC1)C1=C(C=CC=C1)OC (4,5-dimethoxy-2-{3-[4-(2-methoxyphenyl)piperazin-1-yl]propylamino}-N,N,-dimethylbenzamide hydrochloride). RXN SMILES: [CH3:1][O:2][C:3]1[CH:8]=[CH:7][CH:6]=[CH:5][C:4]=1[N:9]1[CH2:14][CH2:13][NH:12][CH2:11][CH2:10]1.[Cl:15][CH2:16][CH2:17][CH2:18][NH:19][C:20]1[CH:30]=[C:29]([O:31][CH3:32])[C:28]([O:33][CH3:34])=[CH:27][C:21]=1[C:22]([N:24]([CH3:26])[CH3:25])=[O:23]>>[ClH:15].[CH3:32][O:31][C:29]1[C:28]([O:33][CH3:34])=[CH:27][C:21]([C:22]([N:24]([CH3:26])[CH3:25])=[O:23])=[C:20]([NH:19][CH2:18][CH2:17][CH2:16][N:12]2[CH2:13][CH2:14][N:9]([C:4]3[CH:5]=[CH:6][CH:7]=[CH:8][C:3]=3[O:2][CH3:1])[CH2:10][CH2:11]2)[CH:30]=1 |f:2.3|. Procedure: substituting 1-(2-methoxyphenyl)piperazine and 2-(3-chloropropyl)amino-4,5-dimethoxy-N,N-dimethylbenzamide gave 4,5-dimethoxy-2-{3-[4-(2-methoxyphenyl)piperazin-1-yl]propylamino}-N,N,-dimethylbenzamide hydrochloride, m.p. 79°-82° C.; Anal.: Calcd. for C25H36N4O4.HCl.(H2O)0.25 : C, 60.35; H, 7.60; N, 11.26%; Found: C, 60.18H, 7.75; N, 11.35%; Reactants: [Br-], Br, CO, CC(C)c1ccc([N+](=O)[O-])c(N)c1, [Na+], [Na+], N#C[S-]. Yields the product CC(C)c1cc(N)c([N+](=O)[O-])cc1SC#N. RXN SMILES: [Br-:19].[Br:20].[CH3:21][OH:22].[CH:1]([CH3:2])([CH3:3])[c:4]1[cH:5][cH:6][c:7]([N+:11](=[O:12])[O-:13])[c:8]([NH2:10])[cH:9]1.[Na+:14].[Na+:18].[S-:15][C:16]#[N:17]>>[CH:1]([CH3:2])([CH3:3])[c:4]1[c:5]([S:15][C:16]#[N:17])[cH:6][c:7]([N+:11](=[O:12])[O-:13])[c:8]([NH2:10])[cH:9]1. Reactants: boehmite, [AlH]1OCCCC1 (alumoxane), C(C)(=O)O (Acetic acid), COC(C(=O)O)OCCOCC (methoxy(ethoxyethoxy) acetic acid). Run in O (water), C(C)O (ethanol). Conditions: time 2 hour. The product is COC(C(=O)[O-])OCCOCC.C(C)(=O)[O-].[AlH]1OCCCC1 (methoxy(ethoxyethoxy)acetate acetate alumoxane). Reaction SMILES: [C:1]([OH:4])(=[O:3])[CH3:2].[CH3:5][O:6][CH:7]([O:11][CH2:12][CH2:13][O:14][CH2:15][CH3:16])[C:8]([OH:10])=[O:9].[AlH:17]1[CH2:22][CH2:21][CH2:20][CH2:19][O:18]1>O.C(O)C>[CH3:5][O:6][CH:7]([O:11][CH2:12][CH2:13][O:14][CH2:15][CH3:16])[C:8]([O-:10])=[O:9].[C:1]([O-:4])(=[O:3])[CH3:2].[AlH:17]1[CH2:22][CH2:21][CH2:20][CH2:19][O:18]1 |f:5.6.7|. Procedure details: Acetic acid (28.6 mL) and methoxy(ethoxyethoxy) acetic acid (76.7 mL) was dissolved in 500 mL of water and Vista Captal B boehmite (20 g) was slowly added and the solution was allowed to reflux for 72 hours. The solution was filtered and the filtrate was evaporated under reduced pressure resulting in a white/clear gel. The gel was dissolved in ethanol and the product was collected as a white powder upon the addition of diethyl ether. Yield: 25.4 g. The TGA of the product showed a 28.5% ceramic y...